This data is from the Open Reaction Database (ORD), a public repository of structured organic reaction records. The task is: describe an organic reaction: reactants, conditions, products, and yield Starting materials: C(C)(C)(C)OC(=O)N1C(=NC=C1)\C=C\1/CN(CCC1O)C(C1=CC=CC=C1)(C1=CC=CC=C1)C1=CC=CC=C1 ((E)-3-{[1-(t-butoxycarbonyl)-1H-imidazol-2-yl]methylidene}-1-(triphenylmethyl)piperidin-4-ol), C(C)(=S)O (thioacetic acid), C(C(C)(C)C)OC(N(C)C)OCC(C)(C)C (N,N-dimethylformamide dineopentyl acetal), O (water). Solvent: C1(=CC=CC=C1)C (toluene). Run at time 30 minute. Product: C(C)(=O)SC1/C(/CN(CC1)C(C1=CC=CC=C1)(C1=CC=CC=C1)C1=CC=CC=C1)=C/C=1N(C=CN1)C(=O)OC(C)(C)C ((E)-4-(Acetylsulfanyl)-3-{[1-(t-butoxycarbonyl)-1H-imidazol-2-yl]methylidene}-1-(triphenylmethyl)piperidine). Isolated yield 26.0%. Reaction SMILES: [C:1]([O:5][C:6]([N:8]1[CH:12]=[CH:11][N:10]=[C:9]1/[CH:13]=[C:14]1\[CH2:15][N:16]([C:21]([C:34]2[CH:39]=[CH:38][CH:37]=[CH:36][CH:35]=2)([C:28]2[CH:33]=[CH:32][CH:31]=[CH:30][CH:29]=2)[C:22]2[CH:27]=[CH:26][CH:25]=[CH:24][CH:23]=2)[CH2:17][CH2:18][CH:19]\1O)=[O:7])([CH3:4])([CH3:3])[CH3:2].[C:40]([OH:43])(=[S:42])[CH3:41].C(OC(OCC(C)(C)C)N(C)C)C(C)(C)C.O>C1(C)C=CC=CC=1>[C:40]([S:42][CH:19]1[CH2:18][CH2:17][N:16]([C:21]([C:28]2[CH:33]=[CH:32][CH:31]=[CH:30][CH:29]=2)([C:22]2[CH:27]=[CH:26][CH:25]=[CH:24][CH:23]=2)[C:34]2[CH:35]=[CH:36][CH:37]=[CH:38][CH:39]=2)[CH2:15]/[C:14]/1=[CH:13]\[C:9]1[N:8]([C:6]([O:5][C:1]([CH3:3])([CH3:2])[CH3:4])=[O:7])[CH:12]=[CH:11][N:10]=1)(=[O:43])[CH3:41]. Reported procedure: To a solution of (E)-3-{[1-(t-butoxycarbonyl)-1H-imidazol-2-yl]methylidene}-1-(triphenylmethyl)piperidin-4-ol (2.45 g) in toluene (100 ml) were added successively thioacetic acid (0.60 ml) and N,N-dimethylformamide dineopentyl acetal (2.36 ml) under ice-cooling, and the resulting mixture was stirred at room temperature for 30 minutes. After stirring, water was added to the reaction mixture, and the resulting mixture was extracted with ethyl acetate. The extract was washed with saturated aqueous ... The reactants are C1CCOC1, COc1ccc(-c2ccc(=O)[nH]c2)cc1, ClCc1ccc(Cl)nc1, [K+], [K+], O=C([O-])[O-]. The product is COc1ccc(-c2ccc(=O)n(Cc3ccc(Cl)nc3)c2)cc1. RXN SMILES: [CH2:31]1[O:32][CH2:33][CH2:34][CH2:35]1.[CH3:1][O:2][c:3]1[cH:4][cH:5][c:6](-[c:9]2[cH:10][cH:11][c:12](=[O:15])[nH:13][cH:14]2)[cH:7][cH:8]1.[Cl:16][c:17]1[n:18][cH:19][c:20]([CH2:23][Cl:24])[cH:21][cH:22]1.[K+:25].[K+:26].[O-:27][C:28]([O-:29])=[O:30]>>[CH3:1][O:2][c:3]1[cH:4][cH:5][c:6](-[c:9]2[cH:10][cH:11][c:12](=[O:15])[n:13]([CH2:23][c:20]3[cH:19][n:18][c:17]([Cl:16])[cH:22][cH:21]3)[cH:14]2)[cH:7][cH:8]1. Reaction SMILES: [C:1]([O:5][C:6]([C@H:8]([C@@H:18]([CH2:32][CH:33]([CH3:35])[CH3:34])[C:19]([NH:21][NH:22][S:23]([NH:26][CH2:27][C:28]([O:30]C)=[O:29])(=[O:25])=[O:24])=[O:20])[CH2:9]/[CH:10]=[CH:11]/[C:12]1[CH:17]=[CH:16][CH:15]=[CH:14][CH:13]=1)=[O:7])([CH3:4])([CH3:3])[CH3:2].O.[OH-].[Li+].Cl.O1CCC[CH2:41]1>CO.O>[CH3:41][CH:27]([NH:26][S:23]([NH:22][NH:21][C:19](=[O:20])[C@@H:18]([C@@H:8]([C:6]([O:5][C:1]([CH3:3])([CH3:2])[CH3:4])=[O:7])[CH2:9]/[CH:10]=[CH:11]/[C:12]1[CH:13]=[CH:14][CH:15]=[CH:16][CH:17]=1)[CH2:32][CH:33]([CH3:34])[CH3:35])(=[O:24])=[O:25])[C:28]([OH:30])=[O:29] |f:1.2.3|. Conditions: time 8 hour. The product is CC(C(=O)O)NS(=O)(=O)NNC([C@H](CC(C)C)[C@H](C\C=C\C1=CC=CC=C1)C(=O)OC(C)(C)C)=O (methyl(E)-2-[[2-[2(R)-[1(S)-(tert-butoxycarbonyl)-4-phenyl-3-butenyl]-4-methylvaleryl]hydrazino]sulphonamido]acetic acid). The solvent is CO (methanol), O (water). Reported procedure: A solution of 0.431 g of methyl(E)-2-[[2-[2(R)-[1(S)-(tert-butoxycarbonyl)-4-phenyl-3-butenyl]-4-methylvaleryl]hydrazino]sulphonamido]acetate in 10 ml of tetrahydrofuran and 5 ml of methanol was treated with 0.040 g of lithium hydroxide monohydrate and the mixture was left to stir overnight. A further 0.020 g of lithium hydroxide monohydrate was added and stirring continued for 4 hours. The mixture was then diluted with water, acidified using 2M aqueous hydrogen chloride, and extracted with ethy... Starting materials: C(C)(C)(C)OC(=O)[C@@H](C\C=C\C1=CC=CC=C1)[C@H](C(=O)NNS(=O)(=O)NCC(=O)OC)CC(C)C (methyl(E)-2-[[2-[2(R)-[1(S)-(tert-butoxycarbonyl)-4-phenyl-3-butenyl]-4-methylvaleryl]hydrazino]sulphonamido]acetate), O.[OH-].[Li+] (lithium hydroxide monohydrate), O1CCCC1 (tetrahydrofuran), Cl (hydrogen chloride), O.[OH-].[Li+] (lithium hydroxide monohydrate). Starting materials: ClC=1C=C(C=CC1Cl)N=C=O (3,4-Dichlorophenyl isocyanate), C1(=CC=CC=C1)C=1OCC(C(N1)C1=CC=CC=C1)O ((4RS, 5RS)-2,4-diphenyl-5,6-dihydro-4H-1,3-oxazin-5-ol). The solvent is ClCCCl (1,2-dichloroethane). Yields the product ClC=1C=C(C=CC1Cl)NC(=O)OC1C(N=C(OC1)C1=CC=CC=C1)C1=CC=CC=C1 ((4RS, 5RS)-5-(3,4-dichlorophenylcarbamoyloxy)-2,4-diphenyl-5,6-dihydro-4H-1,3-oxazine). The yield is 75.5%. RXN SMILES: [Cl:1][C:2]1[CH:3]=[C:4]([N:9]=[C:10]=[O:11])[CH:5]=[CH:6][C:7]=1[Cl:8].[C:12]1([C:18]2[O:19][CH2:20][CH:21]([OH:30])[CH:22]([C:24]3[CH:29]=[CH:28][CH:27]=[CH:26][CH:25]=3)[N:23]=2)[CH:17]=[CH:16][CH:15]=[CH:14][CH:13]=1>ClCCCl>[Cl:1][C:2]1[CH:3]=[C:4]([NH:9][C:10]([O:30][CH:21]2[CH2:20][O:19][C:18]([C:12]3[CH:17]=[CH:16][CH:15]=[CH:14][CH:13]=3)=[N:23][CH:22]2[C:24]2[CH:25]=[CH:26][CH:27]=[CH:28][CH:29]=2)=[O:11])[CH:5]=[CH:6][C:7]=1[Cl:8]. Reported procedure: 3,4-Dichlorophenyl isocyanate (1.15 g) is added at a temperature in the region of 20° C. to a solution, maintained under an argon atmosphere, of (4RS, 5RS)-2,4-diphenyl-5,6-dihydro-4H-1,3-oxazin-5-ol (1.52 g) in 1,2-dichloroethane (20 cc). The solution obtained is heated to reflux for 6 hours and then concentrated to dryness under reduced pressure (2.7 kPa). After recrystallization in acetonitrile, (4RS, 5RS)-5-(3,4-dichlorophenylcarbamoyloxy)-2,4-diphenyl-5,6-dihydro-4H-1,3-oxazine (2 g), m.p. ... Starting materials: CC1=CC(=CC=C1)NC2=CC=CC=C2 (3-methyldiphenylamine), C(=O)(Cl)Cl (phosgene). The solvent is C1(=CC=CC=C1)C (toluene), C1(=CC=CC=C1)C (toluene). Product: CC=1C=C(C=CC1)N(C(=O)Cl)C1=CC=CC=C1 (N-(3-Methylphenyl)-N-phenylcarbamoyl chloride). The yield is 99.7%. RXN SMILES: [CH3:1][C:2]1[CH:7]=[CH:6][CH:5]=[C:4]([NH:8][C:9]2[CH:14]=[CH:13][CH:12]=[CH:11][CH:10]=2)[CH:3]=1.[C:15](Cl)([Cl:17])=[O:16]>C1(C)C=CC=CC=1>[CH3:1][C:2]1[CH:3]=[C:4]([N:8]([C:9]2[CH:14]=[CH:13][CH:12]=[CH:11][CH:10]=2)[C:15]([Cl:17])=[O:16])[CH:5]=[CH:6][CH:7]=1. Procedure details: According to the procedure of Example 15, Step A, 3.66 g (20 mmole) of 3-methyldiphenylamine, 20 mL (38.6 mmole) of 1.93M phosgene is toluene solution, and 20 mL of toluene gave 4.9 g (100%) of a dark solid.